From a dataset of the Open Reaction Database (ORD), a public repository of structured organic reaction records. describe an organic reaction: reactants, conditions, products, and yield RXN SMILES: [N:1]1([C:7]2[N:12]=[CH:11][NH:10][C:9](=[O:13])[CH:8]=2)[CH2:6][CH2:5][NH:4][CH2:3][CH2:2]1.[Cl:14][C:15]1[CH:27]=[CH:26][CH:25]=[C:24]([F:28])[C:16]=1[CH2:17]N1CCNCC1.C(N(C(C)C)CC)(C)C>CC(O)CC>[Cl:14][C:15]1[CH:27]=[CH:26][CH:25]=[C:24]([F:28])[C:16]=1[CH2:17][N:4]1[CH2:5][CH2:6][N:1]([C:7]2[N:12]=[CH:11][NH:10][C:9](=[O:13])[CH:8]=2)[CH2:2][CH2:3]1. Product: ClC1=C(CN2CCN(CC2)C2=CC(NC=N2)=O)C(=CC=C1)F (6-[4-(2-chloro-6-fluorobenzyl)-piperazin-1-yl]-3H-pyrimidin-4-one). Run at temperature 80 celsius, time 40 hour. Isolated yield 17.1%. Procedure details: A mixture of 6-chloro-3H-pyrimidin-4-one (Intermediate 4; 100 mg, 0.77 mmol), 1-(2-chloro-6-fluorobenzyl)piperazine (Oakwood; 87 mg, 0.38 mmol), and diisopropylethylamine (200 μL, 1.1 mmol) in 2-butanol (5 mL) was heated in a sealed scintillation vial on a hot plate at about 80° C. for 8 hours and then allowed to cool to room temperature and stand at room temperature for 40 hours. The mixture was filtered. The solid was washed with 2-butanol and air-dried to give 6-[4-(2-chloro-6-fluorobenzyl)-p... The solvent is CC(CC)O (2-butanol). Reactants: N1(CCNCC1)C1=CC(NC=N1)=O (6-piperazin-1-yl-3H-pyrimidin-4-one), N1(CCNCC1)C1=CC(NC=N1)=O (6-piperazin-1-yl-3H-pyrimidin-4-one), ClC1=C(CN2CCNCC2)C(=CC=C1)F (1-(2-chloro-6-fluorobenzyl)piperazine), C(C)(C)N(CC)C(C)C (diisopropylethylamine). Starting materials: N12CC(C(CC1)CC2)OC2=CC=C(C=C2)C2=CC=C(C=C2)NC2=CC=CC=C2 (N-[4′-(1-azabicyclo[2.2.2]oct-3-yloxy)-1,1′-biphenyl-4-yl]-N-phenylamine), C(C)O (ethanol), C(\C=C\C(=O)O)(=O)O (fumaric acid). Solvent: C(C)(=O)OCC (ethyl acetate). Yields the product C(\C=C\C(=O)O)(=O)O.N12CC(C(CC1)CC2)OC2=CC=C(C=C2)C2=CC=C(C=C2)NC2=CC=CC=C2 (N-[4′-(1-azabicyclo[2.2.2]oct-3-yloxy)-1,1′-biphenyl-4-yl]-N-phenylamine fumarate). RXN SMILES: [N:1]12[CH2:8][CH2:7][CH:4]([CH2:5][CH2:6]1)[CH:3]([O:9][C:10]1[CH:15]=[CH:14][C:13]([C:16]3[CH:21]=[CH:20][C:19]([NH:22][C:23]4[CH:28]=[CH:27][CH:26]=[CH:25][CH:24]=4)=[CH:18][CH:17]=3)=[CH:12][CH:11]=1)[CH2:2]2.C(O)C.[C:32]([OH:39])(=[O:38])/[CH:33]=[CH:34]/[C:35]([OH:37])=[O:36]>C(OCC)(=O)C>[C:32]([OH:39])(=[O:38])/[CH:33]=[CH:34]/[C:35]([OH:37])=[O:36].[N:1]12[CH2:6][CH2:5][CH:4]([CH2:7][CH2:8]1)[CH:3]([O:9][C:10]1[CH:11]=[CH:12][C:13]([C:16]3[CH:21]=[CH:20][C:19]([NH:22][C:23]4[CH:28]=[CH:27][CH:26]=[CH:25][CH:24]=4)=[CH:18][CH:17]=3)=[CH:14][CH:15]=1)[CH2:2]2 |f:4.5|. Procedure: The product of Example 11A (200 mg, 0.54 mmol) in ethyl acetate:ethanol (5 mL, 1:1) was treated with fumaric acid (70 mg, 0.6 mmol). The title compound was obtained as a solid (197.8 mg, yield, 72%). 1H NMR (MeOH-d4, 300 MHz) δ 1.81-2.20 (m, 3H), 2.27-2.42 (m, 1H), 2.50-2.58 (m, 1H), 3.17-3.48 (m, 5H), 3.75-3.87 (m, 1H), 4.85-4.93 (m, 1H), 6.71 (s, 2.5H), 6.81-6.89 (m, 1H), 7.02 (d, J=8.8 Hz, 2H), 7.07-7.17 (m, 4H), 7.18-7.27 (m, 2H), 7.45 (d, J=8.8 Hz, 2H), 7.54 (d, J=8.8 Hz, 2H) ppm. MS (DCl/N...